This data is from the Open Reaction Database (ORD), a public repository of structured organic reaction records. The task is: describe an organic reaction: reactants, conditions, products, and yield The reactants are CC(C)=O, O=Cc1c(Cl)ccc(Cl)c1Cl, [Na+], [OH-], O. Product: CC(=O)C=Cc1c(Cl)ccc(Cl)c1Cl. Reaction SMILES: [CH3:14][C:15]([CH3:16])=[O:17].[Cl:1][c:2]1[c:3]([CH:4]=[O:5])[c:6]([Cl:11])[cH:7][cH:8][c:9]1[Cl:10].[Na+:13].[OH-:12].[OH2:18]>>[Cl:1][c:2]1[c:3]([CH:4]=[CH:14][C:15]([CH3:16])=[O:17])[c:6]([Cl:11])[cH:7][cH:8][c:9]1[Cl:10]. Starting materials: CC(=O)[O-], CCO, O=[N+]([O-])c1c[nH]c([N+](=O)[O-])n1, [Na+], CC(C)(C)OC(=O)N1CCC2(CC1)CO2. The product is CC(C)(C)OC(=O)N1CCC2(CC1)Cn1cc([N+](=O)[O-])nc1O2. RXN SMILES: [CH3:28][C:29](=[O:30])[O-:31].[CH3:32][CH2:33][OH:34].[N+:1]([O-:2])(=[O:3])[c:4]1[nH:5][cH:6][c:7]([N+:9](=[O:10])[O-:11])[n:8]1.[Na+:27].[O:12]1[CH2:13][C:14]12[CH2:15][CH2:16][N:17]([C:20](=[O:21])[O:22][C:23]([CH3:24])([CH3:25])[CH3:26])[CH2:18][CH2:19]2>>[c:4]12[n:5]([cH:6][c:7]([N+:9](=[O:10])[O-:11])[n:8]1)[CH2:13][C:14]1([O:12]2)[CH2:15][CH2:16][N:17]([C:20](=[O:21])[O:22][C:23]([CH3:24])([CH3:25])[CH3:26])[CH2:18][CH2:19]1. The reactants are C(C)(=O)C(C(=O)OCC)(CCCCCCC(=O)OCC)CC#CC1(CCCCC1)OC(C)=O (diethyl 2-acetyl-2-[3-(1-acetoxycyclohexyl)-2-propyn-1-yl]azelate), C(C)(=O)C(C(=O)OCC)(CCCCCCC(=O)OCC)CC#CC(CCCCC)OC(C)=O (diethyl 2-acetyl-2-(4-acetoxy-2-nonyn-1-yl)azelate), (CDCl3)δ. Product: C(C)(=O)C(CCCCCCC(=O)O)CC#CC1(CCCCC1)O (8-Acetyl-11-(1-hydroxycyclohexyl)-10-undecynoic Acid). Reaction SMILES: [C:1]([C:4]([CH2:21][C:22]#[C:23][C:24]1([O:30]C(=O)C)[CH2:29][CH2:28][CH2:27][CH2:26][CH2:25]1)([CH2:10][CH2:11][CH2:12][CH2:13][CH2:14][CH2:15][C:16]([O:18]CC)=[O:17])C(OCC)=O)(=[O:3])[CH3:2].C(C(CC#CC(OC(=O)C)CCCCC)(CCCCCCC(OCC)=O)C(OCC)=O)(=O)C>>[C:1]([CH:4]([CH2:21][C:22]#[C:23][C:24]1([OH:30])[CH2:25][CH2:26][CH2:27][CH2:28][CH2:29]1)[CH2:10][CH2:11][CH2:12][CH2:13][CH2:14][CH2:15][C:16]([OH:18])=[O:17])(=[O:3])[CH3:2]. Reported procedure: This compound is prepared by the same procedure described in Example 35, Step B, except that diethyl 2-acetyl-2-[3-(1-acetoxycyclohexyl)-2-propyn-1-yl]azelate is substituted for diethyl 2-acetyl-2-(4-acetoxy-2-nonyn-1-yl)azelate. The chromatographically purified product is a yellowish viscous oil; pmr (CDCl3)δ 2.14 (3H,s CH3C0), 6.50 (2H,s OH and COOH). The reactants are CSC.B (Borane dimethyl sulfide), BrC1=CC=C(C=C1)C1=C(C(=NO1)C)C(CO[C@H](C)C1=CC=CC=C1)=O (1-[5-(4-bromo-phenyl)-3-methyl-isoxazol-4-yl]-2-((R)-1-phenyl-ethoxy)-ethanone). Reagents/catalysts: (S)-Corey-Bakshi-Shibata catalyst. Run in C1CCOC1 (THF), C1CCOC1 (THF). Reaction conditions: temperature 0 celsius, time 55 minute. The product is BrC1=CC=C(C=C1)C1=C(C(=NO1)C)[C@@H](CO[C@H](C)C1=CC=CC=C1)O ((5)-1-[5-(4-Bromo-phenyl)-3-methyl-isoxazol-4-yl]-2-((R)-1-phenyl-ethoxy)-ethanol). As a reaction SMILES: CSC.B.[Br:5][C:6]1[CH:11]=[CH:10][C:9]([C:12]2[O:16][N:15]=[C:14]([CH3:17])[C:13]=2[C:18](=[O:29])[CH2:19][O:20][C@@H:21]([C:23]2[CH:28]=[CH:27][CH:26]=[CH:25][CH:24]=2)[CH3:22])=[CH:8][CH:7]=1>C1COCC1>[Br:5][C:6]1[CH:11]=[CH:10][C:9]([C:12]2[O:16][N:15]=[C:14]([CH3:17])[C:13]=2[C@H:18]([OH:29])[CH2:19][O:20][C@@H:21]([C:23]2[CH:28]=[CH:27][CH:26]=[CH:25][CH:24]=2)[CH3:22])=[CH:8][CH:7]=1 |f:0.1|. Reported procedure: The (S)-Corey-Bakshi-Shibata catalyst (0.012 g, 0.04 mmol) was dissolved in THF (2 mL) and cooled to 0° C. Borane dimethyl sulfide complex (2.0 M in THF, 0.387 mL, 0.77 mmol) was slowly added, followed by 1-[5-(4-bromo-phenyl)-3-methyl-isoxazol-4-yl]-2-((R)-1-phenyl-ethoxy)-ethanone (0.172 g, 0.43 mmol) in THF (3.3 mL) over 15 minutes. After stirring for 55 minutes the reaction was submitted to standard aqueous workup to afford the title compound.